From a dataset of the Open Reaction Database (ORD), a public repository of structured organic reaction records. describe an organic reaction: reactants, conditions, products, and yield Reactants: OC=1C=CC=C2C(=CNC12)C[C@@H](C)N(C(OC(C)(C)C)=O)C[C@H](O[Si](CC)(CC)CC)C=1C=NC=CC1 (tert-butyl (1R)-2-(7-hydroxy-1H-indol-3-yl)-1-methylethyl((2R)-2-pyridin-3-yl-2-((triethylsilyl)oxy)ethyl)carbamate), C([O-])([O-])=O.[K+].[K+] (potassium carbonate), CC1=CC=C(C=C1)S(=O)(=O)O[C@H](C(=O)N1CCOCC1)C ((1S)-1-methyl-2-morpholin-4-yl-2-oxoethyl 4-methylbenzenesulfonate), C([O-])([O-])=O.[K+].[K+] (potassium carbonate), CC1=CC=C(C=C1)S(=O)(=O)O[C@H](C(=O)N1CCOCC1)C ((1S)-1-methyl-2-morpholin-4-yl-2-oxoethyl 4-methylbenzene-sulfonate), C(C)(=O)OCC (ethyl acetate). Run in CN(C=O)C (N,N-dimethylformamide-). Yields the product C[C@H](CC1=CNC2=C(C=CC=C12)O[C@@H](C(=O)N1CCOCC1)C)N(C(OC(C)(C)C)=O)C[C@H](O[Si](CC)(CC)CC)C=1C=NC=CC1 (tert-butyl (1R)-1-methyl-2-(7-(((1R)-1-methyl-2-morpholin-4-yl-2-oxo-ethyl)oxy)-1H-indol-3-yl)ethyl((2R)-2-pyridin-3-yl-2-((triethylsilyl)oxy)-ethyl)carbamate). Reaction SMILES: [OH:1][C:2]1[CH:3]=[CH:4][CH:5]=[C:6]2[C:10]=1[NH:9][CH:8]=[C:7]2[CH2:11][C@H:12]([N:14]([CH2:22][C@@H:23]([C:32]1[CH:33]=[N:34][CH:35]=[CH:36][CH:37]=1)[O:24][Si:25]([CH2:30][CH3:31])([CH2:28][CH3:29])[CH2:26][CH3:27])[C:15](=[O:21])[O:16][C:17]([CH3:20])([CH3:19])[CH3:18])[CH3:13].C(=O)([O-])[O-].[K+].[K+].CC1C=CC(S(O[C@@H:55]([CH3:64])[C:56]([N:58]2[CH2:63][CH2:62][O:61][CH2:60][CH2:59]2)=[O:57])(=O)=O)=CC=1.C(OCC)(=O)C>CN(C)C=O>[CH3:13][C@@H:12]([N:14]([CH2:22][C@@H:23]([C:32]1[CH:33]=[N:34][CH:35]=[CH:36][CH:37]=1)[O:24][Si:25]([CH2:30][CH3:31])([CH2:28][CH3:29])[CH2:26][CH3:27])[C:15](=[O:21])[O:16][C:17]([CH3:20])([CH3:19])[CH3:18])[CH2:11][C:7]1[C:6]2[C:10](=[C:2]([O:1][C@H:55]([CH3:64])[C:56]([N:58]3[CH2:63][CH2:62][O:61][CH2:60][CH2:59]3)=[O:57])[CH:3]=[CH:4][CH:5]=2)[NH:9][CH:8]=1 |f:1.2.3|. The yield is 55.0%. Reported procedure: To a solution of tert-butyl (1R)-2-(7-hydroxy-1H-indol-3-yl)-1-methylethyl((2R)-2-pyridin-3-yl-2-((triethylsilyl)oxy)ethyl)carbamate (300 mg, 0.570 mmol) in N,N-dimethylformamide-(1.0 mL) are added potassium carbonate (98.5 mg, 0.714 mmol), (1S)-1-methyl-2-morpholin-4-yl-2-oxoethyl 4-methylbenzenesulfonate (JP-A-2000-273085) (196 mg, 0.627 mmol), and the mixture is stirred at 50° C. for one hour. To the reaction solution are added potassium carbonate (45 mg), (1S)-1-methyl-2-morpholin-4-yl-2-oxo... Reaction conditions: temperature 50 celsius, time 1 hour. The reactants are CN(S(=O)(=O)N1C(=NC=C1C=O)[Si](C)(C)C(C)(C)C)C (1-dimethylsulfamoyl-2-t-butyldimethylsilyl-5-imidazolecarboxaldehyde). Run in C1CCOC1 (THF). Yields the product CN(S(=O)(=O)N1C(=NC=C1)[Si](C)(C)C(C)(C)C)C (1-Dimethylsulfamoyl-2-t-butyldimethylsilyl imidazole). Yield: 61.4%. Reaction SMILES: [CH3:1][N:2]([CH3:20])[S:3]([N:6]1[C:10](C=O)=[CH:9][N:8]=[C:7]1[Si:13]([C:16]([CH3:19])([CH3:18])[CH3:17])([CH3:15])[CH3:14])(=[O:5])=[O:4]>C1COCC1>[CH3:1][N:2]([CH3:20])[S:3]([N:6]1[CH:10]=[CH:9][N:8]=[C:7]1[Si:13]([C:16]([CH3:18])([CH3:17])[CH3:19])([CH3:15])[CH3:14])(=[O:4])=[O:5]. Reported procedure: To 2-amino-4-nitrophenol (1) (4.00 g, 25.95 mmol), triethylamine (15.20 mL, 109.0 mmol) and 4-dimethylaminopyridine (0.063 g, 0.52 mmol) slurried in anhydrous CH2Cl2 (250 mL) at 0° C. under argon added chloroacetyl chloride (2.27 mL, 28.55 mmol) via syringe. After refluxing for 72 h pure product was filtered off and washed with water. The mother liquor was washed successively with phosphoric acid (0.5M), saturated sodium bicarbonate, water and brine and then dried over MgSO4. This solution was a... Reactants: C(C)N1C(=CC2=CC(=CC=C12)[N+](=O)[O-])C1=C(C=CC=C1)F (1-ethyl-2-(2-fluorophenyl)-5-nitro-1H-indole). Reagents/catalysts: [Pd] (Pd/C). The solvent is C(C)O (ethanol). Run at time 4 hour. The product is C(C)N1C(=CC2=CC(=CC=C12)N)C1=C(C=CC=C1)F (1-ethyl-2-(2-fluorophenyl)-1H-indol-5-amine). The yield is 114.4%. As a reaction SMILES: [CH2:1]([N:3]1[C:11]2[C:6](=[CH:7][C:8]([N+:12]([O-])=O)=[CH:9][CH:10]=2)[CH:5]=[C:4]1[C:15]1[CH:20]=[CH:19][CH:18]=[CH:17][C:16]=1[F:21])[CH3:2]>[Pd].C(O)C>[CH2:1]([N:3]1[C:11]2[C:6](=[CH:7][C:8]([NH2:12])=[CH:9][CH:10]=2)[CH:5]=[C:4]1[C:15]1[CH:20]=[CH:19][CH:18]=[CH:17][C:16]=1[F:21])[CH3:2]. Procedure: To a suspension containing 1-ethyl-2-(2-fluorophenyl)-5-nitro-1H-indole (0.78 g; 2.75 mmol) in 95° ethanol (100 ml) was added 10% Pd/C (0.1 g; 0.1 mmol) and the mixture underwent hydrogenation in a Parr hydrogenator (30 psi) for 4 hours. The mixture was filtered and the solution was evaporated under reduced pressure to give 1-ethyl-2-(2-fluorophenyl)-1H-indol-5-amine (0.8 g), which was used without any further purification. RXN SMILES: [Cl:1][C:2]1[N:11]=[C:10]([N:12]2[CH2:21][CH:20]([CH3:22])[C:19]3[C:14](=[CH:15][CH:16]=[CH:17][CH:18]=3)[CH:13]2[CH3:23])[C:9]2[C:4](=[C:5]([O:24][CH3:25])[CH:6]=[CH:7][CH:8]=2)[N:3]=1.[F:26][C:27]1[CH:33]=[CH:32][C:30]([NH2:31])=[C:29]([CH3:34])[CH:28]=1>CN(C)C=O>[ClH:1].[F:26][C:27]1[CH:33]=[CH:32][C:30]([NH:31][C:2]2[N:11]=[C:10]([N:12]3[CH2:21][CH:20]([CH3:22])[C:19]4[C:14](=[CH:15][CH:16]=[CH:17][CH:18]=4)[CH:13]3[CH3:23])[C:9]3[C:4](=[C:5]([O:24][CH3:25])[CH:6]=[CH:7][CH:8]=3)[N:3]=2)=[C:29]([CH3:34])[CH:28]=1 |f:3.4|. The yield is 34.0%. The solvent is CN(C=O)C (dimethyl-formamide). The product is Cl.FC1=CC(=C(C=C1)NC1=NC2=C(C=CC=C2C(=N1)N1C(C2=CC=CC=C2C(C1)C)C)OC)C (2- (4-fluoro-2-Methylphenyl-Amino)-8-Methoxy-4-(1,4-Dimethyl-1,2,3,4-Tetrahydroisoquinoline-2-Yl) Quinazoline Hydrochloride). Procedure: In accordance with the same procedures as in Example 18, except that to a mixture of 3.10 g of the compound (8.76 mM) prepared in Example 16 and 10 ml of dimethyl-formamide, 2.20 ml of 4-fluoro-2-methylaniline(20 mM) was added, 1.40 g of the title compound was prepared. The reactants are ClC1=NC2=C(C=CC=C2C(=N1)N1C(C2=CC=CC=C2C(C1)C)C)OC (2-Chloro-8-Methoxy-4-(1,4-Dimethyl-1,2,3,4-Tetrahydroisoquinoline-2-Yl)Quinazoline), FC1=CC(=C(N)C=C1)C (4-fluoro-2-methylaniline). Reactants: [N+](=O)([O-])C1=CC=C(C=C1)C1(CC1)C#N (1-(4-nitro-phenyl)-cyclopropanecarbonitrile), B.C1CCOC1 (borane THF). Run in C1CCOC1 (THF). Yields the product [N+](=O)([O-])C1=CC=C(C=C1)C1(CC1)CN (C-[1-(4-Nitro-phenyl)-cyclopropyl]-methylamine). Reaction SMILES: [N+:1]([C:4]1[CH:9]=[CH:8][C:7]([C:10]2([C:13]#[N:14])[CH2:12][CH2:11]2)=[CH:6][CH:5]=1)([O-:3])=[O:2].B.C1COCC1>C1COCC1>[N+:1]([C:4]1[CH:5]=[CH:6][C:7]([C:10]2([CH2:13][NH2:14])[CH2:11][CH2:12]2)=[CH:8][CH:9]=1)([O-:3])=[O:2] |f:1.2|. Procedure details: The mixture of 1-(4-nitro-phenyl)-cyclopropanecarbonitrile (3.0 g, 15.9 mmol) and borane THF complex (1.0 M solution in THF, 32 ml, 32 mmol) in 50 ml of anhydrous THF was heated at reflux overnight. The mixture was cooled to RT, quenched with 2.5 ml of 50% AcOH aqueous solution, then partitioned between EtOAc and NaHCO3 (aq). The combined organic portions were washed with brine, dried with MgSO4, filtered, and condensed. The crude was purified by flash column chromatography (1 to 2% of MeOH in C...